From a dataset of the Open Reaction Database (ORD), a public repository of structured organic reaction records. describe an organic reaction: reactants, conditions, products, and yield The product is CC(O)c1ccc(NC(=O)C2CCN(C(=O)OC(C)(C)C)CC2)c(C(=O)Nc2ccc(Cl)cn2)c1. As a reaction SMILES: [BH4-:36].[C:1]([CH3:2])(=[O:3])[c:4]1[cH:5][cH:6][c:7]([NH:20][C:21](=[O:22])[CH:23]2[CH2:24][CH2:25][N:26]([C:29](=[O:30])[O:31][C:32]([CH3:33])([CH3:34])[CH3:35])[CH2:27][CH2:28]2)[c:8]([C:9](=[O:10])[NH:11][c:12]2[n:13][cH:14][c:15]([Cl:18])[cH:16][cH:17]2)[cH:19]1.[CH3:39][OH:40].[Na+:37].[OH2:38]>>[CH:1]([CH3:2])([OH:3])[c:4]1[cH:5][cH:6][c:7]([NH:20][C:21](=[O:22])[CH:23]2[CH2:24][CH2:25][N:26]([C:29](=[O:30])[O:31][C:32]([CH3:33])([CH3:34])[CH3:35])[CH2:27][CH2:28]2)[c:8]([C:9](=[O:10])[NH:11][c:12]2[n:13][cH:14][c:15]([Cl:18])[cH:16][cH:17]2)[cH:19]1. Reactants: [BH4-], CC(=O)c1ccc(NC(=O)C2CCN(C(=O)OC(C)(C)C)CC2)c(C(=O)Nc2ccc(Cl)cn2)c1, CO, [Na+], O. Starting materials: [OH-].[Na+] (sodium hydroxide), C(C)(=O)N1C(C(C2=CC=C(C=C12)Cl)=C(C1=CC(=CC=C1)I)OC)=O (1-acetyl-3-(1-methoxy-1-(3-iodophenyl)methylene)-6-chloro-2-indolinone), C(C)(=O)N1C(C(C2=CC=C(C=C12)Cl)=C(C1=CC(=CC=C1)I)OC)=O (1-acetyl-3-(1-methoxy-1-(3-iodophenyl)methylene)-6-chloro-2-indolinone), CN(C)CC1=CC=C(N)C=C1 (4-(dimethylaminomethyl)aniline), CN(C=O)C (dimethylformamide), O (Water). Run at temperature 80 celsius, time 3 hour. Product: CN(C)CC1=CC=C(N\C(\C2=CC=C(C=C2)C#N)=C\2/C(NC3=CC(=CC=C23)Cl)=O)C=C1 (3-Z-[1-(4-(Dimethylaminomethyl)anilino)-1-(4-cyanophenyl)methylene]-6-chloro-2-indolinone). As a reaction SMILES: C([N:4]1[C:12]2[C:7](=[CH:8][CH:9]=[C:10]([Cl:13])[CH:11]=2)[C:6](=[C:14](OC)[C:15]2[CH:20]=[CH:19][CH:18]=[C:17](I)[CH:16]=2)[C:5]1=[O:24])(=O)C.[CH3:25][N:26]([CH2:28][C:29]1[CH:35]=[CH:34][C:32]([NH2:33])=[CH:31][CH:30]=1)[CH3:27].[OH-].[Na+].O.[CH3:39][N:40](C)C=O>>[CH3:27][N:26]([CH2:28][C:29]1[CH:35]=[CH:34][C:32]([NH:33]/[C:14](=[C:6]2\[C:5](=[O:24])[NH:4][C:12]3[C:7]\2=[CH:8][CH:9]=[C:10]([Cl:13])[CH:11]=3)/[C:15]2[CH:16]=[CH:17][C:18]([C:39]#[N:40])=[CH:19][CH:20]=2)=[CH:31][CH:30]=1)[CH3:25] |f:2.3|. Reported procedure: 1.07 g of 1-acetyl-3-[1-chloro-1-(4-cyanophenyl)methylene]-6-chloro-2-indolinone (starting material VII) and 0.54 g of 4-(dimethylaminomethyl)aniline (starting material IX.4) are dissolved in 10 ml of dimethylformamide and stirred at 80° C. for 3 hours. After cooling, 1 ml of 6N aqueous sodium hydroxide is added, and the mixture is stirred at room temperature for 30 minutes. Water is added and the mixture is extracted three times with methylene chloride. The combined organic phases are washed tw...